This data is from the Open Reaction Database (ORD), a public repository of structured organic reaction records. The task is: describe an organic reaction: reactants, conditions, products, and yield RXN SMILES: [O:1]=[S@@:2]1[C@@H:7]2[C@H:8]([NH:11][C:12](=[O:20])[CH2:13][C:14]3[CH:19]=[CH:18][CH:17]=[CH:16][CH:15]=3)[C:9](=[O:10])[N:6]2[C:5]([C:21]([O:23][CH2:24][C:25]2[CH:30]=[CH:29][C:28]([O:31][CH3:32])=[CH:27][CH:26]=2)=[O:22])=[C:4]([O:33][S:34]([C:37]([F:40])([F:39])[F:38])(=[O:36])=[O:35])[CH2:3]1.ClC1C=CC=C(C(OO)=[O:49])C=1>C(Cl)(Cl)Cl>[O:1]=[S:2]1(=[O:49])[C@@H:7]2[C@H:8]([NH:11][C:12](=[O:20])[CH2:13][C:14]3[CH:19]=[CH:18][CH:17]=[CH:16][CH:15]=3)[C:9](=[O:10])[N:6]2[C:5]([C:21]([O:23][CH2:24][C:25]2[CH:30]=[CH:29][C:28]([O:31][CH3:32])=[CH:27][CH:26]=2)=[O:22])=[C:4]([O:33][S:34]([C:37]([F:39])([F:40])[F:38])(=[O:36])=[O:35])[CH2:3]1. Reported procedure: A mixture of p-methoxybenzyl(1S,6R,7R)-1-oxo-7-phenylacetamido-3-(trifluoro-methanesulphonyloxy)ceph-3-em-4-carboxylate (767 mg, 1.27 mmol) and m-chloroperbenzoic acid (939 mg, 3.81 mmol) in chloroform (60 ml) was heated to reflux. After refluxing for 7 hours the mixture was chromatographed to give the title compound (560 mg, 71%); νmax (KBr) 1819, 1740, 1697 cm-1 ; δH (CDCl3) 3.60 (2H, m), 3.81 (3H, s), 3.87 (1H, d, J 18.1 Hz), 4.17 (1H, d, J 18.1 Hz), 4.53 (1H, d, J 4.9), 5.20 (1H, d, J 11.8 H... Product: O=S1(CC(=C(N2[C@H]1[C@@H](C2=O)NC(CC2=CC=CC=C2)=O)C(=O)OCC2=CC=C(C=C2)OC)OS(=O)(=O)C(F)(F)F)=O (p-Methoxybenzyl (6R,7R)-1,1-dioxo-7-phenylacetamido-3-(trifluoromethanesulphonyloxy)ceph-3-em-4-carboxylate). Run in C(Cl)(Cl)Cl (chloroform). The yield is 71.3%. Starting materials: O=[S@]1CC(=C(N2[C@H]1[C@@H](C2=O)NC(CC2=CC=CC=C2)=O)C(=O)OCC2=CC=C(C=C2)OC)OS(=O)(=O)C(F)(F)F (p-methoxybenzyl(1S,6R,7R)-1-oxo-7-phenylacetamido-3-(trifluoro-methanesulphonyloxy)ceph-3-em-4-carboxylate), ClC1=CC(=CC=C1)C(=O)OO (m-chloroperbenzoic acid).